This data is from the Open Reaction Database (ORD), a public repository of structured organic reaction records. The task is: describe an organic reaction: reactants, conditions, products, and yield The reactants are ClC(Cl)(Cl)Cl, O=[N+]([O-])O, O=S(=O)(O)O, COC(=O)CC1CCC(c2ccccc2)CC1. The product is COC(=O)CC1CCC(c2ccc([N+](=O)[O-])cc2)CC1. RXN SMILES: [Cl:27][C:28]([Cl:29])([Cl:30])[Cl:31].[OH:1][N+:2]([O-:3])=[O:4].[S:5](=[O:6])(=[O:7])([OH:8])[OH:9].[c:10]1([CH:16]2[CH2:17][CH2:18][CH:19]([CH2:22][C:23](=[O:24])[O:25][CH3:26])[CH2:20][CH2:21]2)[cH:11][cH:12][cH:13][cH:14][cH:15]1>>[O-:1][N+:2](=[O:4])[c:13]1[cH:12][cH:11][c:10]([CH:16]2[CH2:17][CH2:18][CH:19]([CH2:22][C:23](=[O:24])[O:25][CH3:26])[CH2:20][CH2:21]2)[cH:15][cH:14]1. Reactants: FCCOC1=C(C2=CC=CC=C2C=C1)C=O (2-(2-fluoroethoxy)-1-naphthaldehyde), OC1=C(C2=CC=CC=C2C=C1)C=O (2-hydroxy-1-naphthaldehyde), [BH4-].[Na+] (sodium borohydride). Solvent: C(C)O (ethanol), O (water). Reaction conditions: time 24 hour. The product is FCCOC1=C(C2=CC=CC=C2C=C1)CO (2-(2-fluoroethoxy)-1-hydroxymethylnaphthalene). The yield is 45.4%. Reaction SMILES: [F:1][CH2:2][CH2:3][O:4][C:5]1[CH:14]=[CH:13][C:12]2[C:7](=[CH:8][CH:9]=[CH:10][CH:11]=2)[C:6]=1[CH:15]=[O:16].OC1C=CC2C(=CC=CC=2)C=1C=O.[BH4-].[Na+]>C(O)C.O>[F:1][CH2:2][CH2:3][O:4][C:5]1[CH:14]=[CH:13][C:12]2[C:7](=[CH:8][CH:9]=[CH:10][CH:11]=2)[C:6]=1[CH2:15][OH:16] |f:2.3|. Procedure: A solution of 2.5 grams (0.012 mole) of 2-(2-fluoroethoxy)-1-naphthaldehyde (prepared by the method of Example 1 from 2-hydroxy-1-naphthaldehyde) and 0.6 gram (0.015 mole) of sodium borohydride in 35 ml of ethanol was stirred at room temperature for 24 hours. The mixture was diluted with water and extracted with diethyl ether. The extract was dried over anhydrous magnesium sulfate and filtered. The filtrate was evaporated under reduced pressure to yield 1.2 gram of 2-(2-fluoroethoxy)-1-hydroxyme... The reactants are C(=O)([O-])[O-].[Ca+2] (CaCO3), FC(C(=O)NCCC1=CC(=CC=C1)OC)(F)F (N-trifluoroacetyl-3-methoxyphenethylamine), ICl (ICl). Run in CO (methanol), CO (methanol). Reaction conditions: time 8 hour. Product: FC(C(=O)NCCC1=C(C=CC(=C1)OC)I)(F)F (N-Trifluoroacetyl-2-iodo-5-methoxyphenethylamine). Yield: 99.7%. Reaction SMILES: [F:1][C:2]([F:17])([F:16])[C:3]([NH:5][CH2:6][CH2:7][C:8]1[CH:13]=[CH:12][CH:11]=[C:10]([O:14][CH3:15])[CH:9]=1)=[O:4].C([O-])([O-])=O.[Ca+2].[I:23]Cl>CO>[F:1][C:2]([F:16])([F:17])[C:3]([NH:5][CH2:6][CH2:7][C:8]1[CH:9]=[C:10]([O:14][CH3:15])[CH:11]=[CH:12][C:13]=1[I:23])=[O:4] |f:1.2|. Procedure details: A solution of N-trifluoroacetyl-3-methoxyphenethylamine (15.8 g, 64 mmol) in methanol (325 mL) was cooled to −78 C, and treated with CaCO3 (14.7 g, 145 mmol), followed by a solution of ICl (29 g, 181 mmol) in methanol (40 mL). The reaction was allowed to warm to 20 C while stirring overnight and then filtered, concentrated, dissolved in EtOAc (200 mL), washed twice with 5% aqueous sodium bisulfite (100 mL), once with brine (100 mL), dried with Na2SO4 and concentrated to give 23.8 g of a white so... Starting materials: O=C1CCC(=O)N1Br, ClCCl, Cc1cn2ccnc2c(Cl)n1. Yields the product Cc1cn2c(Br)cnc2c(Cl)n1. As a reaction SMILES: [Br:1][N:2]1[C:3](=[O:4])[CH2:5][CH2:6][C:7]1=[O:8].[Cl:20][CH2:21][Cl:22].[Cl:9][c:10]1[c:11]2[n:12]([cH:13][c:14]([CH3:16])[n:15]1)[cH:17][cH:18][n:19]2>>[Br:1][c:17]1[n:12]2[c:11]([c:10]([Cl:9])[n:15][c:14]([CH3:16])[cH:13]2)[n:19][cH:18]1.